From a dataset of the Open Reaction Database (ORD), a public repository of structured organic reaction records. describe an organic reaction: reactants, conditions, products, and yield Reactants: C(C(=O)Cl)(=O)Cl (oxalyl chloride), BrC1=CC=C(C=C1)S(=O)(=O)CC=1N=C(OC1C)C1=CC=C(C(=O)O)C=C1 (4-(4-{[(4-Bromophenyl)sulfonyl]methyl}-5-methyl-1,3-oxazol-2-yl)benzoic Acid), N1=CC(=CC=C1)CN (3-pyridinylmethylamine). Yields the product BrC1=CC=C(C=C1)S(=O)(=O)CC=1N=C(OC1C)C1=CC=C(C(=O)NCC=2C=NC=CC2)C=C1 (4-(4-{[(4-Bromophenyl)sulfonyl]methyl}-5-methyl-1,3-oxazol-2-yl)-N-(3-pyridinylmethyl)benzamide). The yield is 49.7%. RXN SMILES: C(Cl)(=O)C(Cl)=O.[Br:7][C:8]1[CH:13]=[CH:12][C:11]([S:14]([CH2:17][C:18]2[N:19]=[C:20]([C:24]3[CH:32]=[CH:31][C:27]([C:28](O)=[O:29])=[CH:26][CH:25]=3)[O:21][C:22]=2[CH3:23])(=[O:16])=[O:15])=[CH:10][CH:9]=1.[N:33]1[CH:38]=[CH:37][CH:36]=[C:35]([CH2:39][NH2:40])[CH:34]=1>>[Br:7][C:8]1[CH:9]=[CH:10][C:11]([S:14]([CH2:17][C:18]2[N:19]=[C:20]([C:24]3[CH:32]=[CH:31][C:27]([C:28]([NH:40][CH2:39][C:35]4[CH:34]=[N:33][CH:38]=[CH:37][CH:36]=4)=[O:29])=[CH:26][CH:25]=3)[O:21][C:22]=2[CH3:23])(=[O:16])=[O:15])=[CH:12][CH:13]=1. Procedure details: Reaction of oxalyl chloride (61 λL, 0.70 mmol) and benzoic acid 29 (204 mg, 0.47 mmol) with subsequent couping to 3-pyridinylmethylamine (53 λL, 0.52 mmol) gave benzamide 30 (123 mg, 50%) as a white powder: mp (EtOAc) 224-227° C.; 1H NMR δ 9.20 (t, J=5.9 Hz, 1H, CONH), 8.57 (d, J=1.7 Hz, 1H, H-2′), 8.47 (dd, J=4.7, 1.6 Hz, 1H, H-6′), 8.00 (d, J=8.6 Hz, 2H, H-2, H-6), 7.88 (d, J=8.6 Hz, 2H, H-3, H-5), 7.85 (ddd, J=8.6, 2.3, 1.9 Hz, 2H, H-2″, H-6″), 7.70-7.76 (m, 3H, H-4′, H-3″, H-5″), 7.36 (ddd, ... Reaction conditions: time 24 hour. Procedure: To a solution of ethyl 2-(pyrimidin-4-yl)acetate (Example 33b, 450 mg, 2.71 mmol) in ethanol (5 mL) was added 2N NaOH (2 mL) at room temperature under nitrogen. The reaction mixture was stirred at room temperature under nitrogen for 24 hours, concentrated under reduced pressure and suspended in ethanol. The solid was removed by vacuum filtration, and the filtrate was concentrated under reduced pressure, triturated with ethanol, concentrated again and carried onto the next step without further pu... Product: N1=CN=C(C=C1)CC(=O)O (2-(pyrimidin-4-yl)acetic acid). The reactants are N1=CN=C(C=C1)CC(=O)OCC (ethyl 2-(pyrimidin-4-yl)acetate), [OH-].[Na+] (NaOH). Run in C(C)O (ethanol). Reaction SMILES: [N:1]1[CH:6]=[CH:5][C:4]([CH2:7][C:8]([O:10]CC)=[O:9])=[N:3][CH:2]=1.[OH-].[Na+]>C(O)C>[N:1]1[CH:6]=[CH:5][C:4]([CH2:7][C:8]([OH:10])=[O:9])=[N:3][CH:2]=1 |f:1.2|.